This data is from the Open Reaction Database (ORD), a public repository of structured organic reaction records. The task is: describe an organic reaction: reactants, conditions, products, and yield The reactants are C(#N)C1=CC=C(C=C1)C1=CC=C(C=C1)OCCCC(=O)O (4-(4′-cyanobiphenyl-4-yloxy)butyric acid), C(=O)([O-])[O-].[K+].[K+] (K2CO3), Cl.NO (hydroxylamine hydrochloride), Cl (HCl). The solvent is C1CCOC1 (THF), CCO (EtOH), O (Water). Reaction conditions: time 3.5 day. The product is ONC(=N)C1=CC=C(C=C1)C1=CC=C(C=C1)OCCCC(=O)O (4-(4′-(N-hydroxycarbamimidoyl)biphenyl-4-yloxy)butyric acid). Yield: 107.0%. RXN SMILES: [C:1]([C:3]1[CH:8]=[CH:7][C:6]([C:9]2[CH:14]=[CH:13][C:12]([O:15][CH2:16][CH2:17][CH2:18][C:19]([OH:21])=[O:20])=[CH:11][CH:10]=2)=[CH:5][CH:4]=1)#[N:2].C([O-])([O-])=O.[K+].[K+].Cl.[NH2:29][OH:30].Cl>O.C1COCC1.CCO>[OH:30][NH:29][C:1]([C:3]1[CH:4]=[CH:5][C:6]([C:9]2[CH:14]=[CH:13][C:12]([O:15][CH2:16][CH2:17][CH2:18][C:19]([OH:21])=[O:20])=[CH:11][CH:10]=2)=[CH:7][CH:8]=1)=[NH:2] |f:1.2.3,4.5|. Procedure details: A mixture of 4-(4′-cyanobiphenyl-4-yloxy)butyric acid (2.70 g, 9.60 mmol), EtOH (10 ml), THF (15 ml), K2CO3 (3.35 g, 24.2 mmol), and hydroxylamine hydrochloride (1.50 g, 21.6 mmol) was stirred at room temperature for 3.5 d, and then at 80° C. for 24 h. Water (100 ml) and 1N HCl (50 ml) were added, and the product was isolated by filtration and washed with water. The solid was suspended in MeCN (70 ml), heated to reflux, kept at room temp overnight, filtrated off, and dried under reduced pressure...